Dataset: the Open Reaction Database (ORD), a public repository of structured organic reaction records. Task: describe an organic reaction: reactants, conditions, products, and yield Starting materials: ClCCC(=O)Cl (3-chloropropionyl chloride), [Al+3].[Cl-].[Cl-].[Cl-] (AlCl3), C=CC (propylene). Solvent: C(Cl)Cl (methylene chloride). Yields the product ClCCC(=O)CC(Cl)C (ClCH2CH2COCH2CHClCH3). As a reaction SMILES: [Cl:1][CH2:2][CH2:3][C:4](Cl)=[O:5].[Al+3].[Cl-:8].[Cl-].[Cl-].[CH2:11]=[CH:12][CH3:13]>C(Cl)Cl>[Cl:1][CH2:2][CH2:3][C:4]([CH2:11][CH:12]([CH3:13])[Cl:8])=[O:5] |f:1.2.3.4|. Procedure details: At room temperature, 507.88 g of 3-chloropropionyl chloride are added dropwise over a period of 15 minutes to 758.08 g (5.6 mol) of AlCl3 in 560 ml of methylene chloride, and 189 g (4.5 mol) of propylene are introduced into this mixture at approximately 28 to 30° C. over a period of approximately 3 hours. Reactants: I (Hydriodic acid), COC1=C(C=CC=C1OC1=CC=C(C=C1)Cl)CC(=O)O (2-[2-methoxy-3-(4-chlorophenoxy)phenyl]acetic acid), ice water, S(=O)(O)[O-].[Na+] (sodium hydrogen sulfite). Solvent: C(C)(=O)OC(C)=O (acetic anhydride). The product is OC1=C(C=CC=C1OC1=CC=C(C=C1)Cl)CC(=O)O (2-[2-hydroxy-3-(4-chlorophenoxy)phenyl]acetic acid). Isolated yield 69.0%. RXN SMILES: I.C[O:3][C:4]1[C:9]([O:10][C:11]2[CH:16]=[CH:15][C:14]([Cl:17])=[CH:13][CH:12]=2)=[CH:8][CH:7]=[CH:6][C:5]=1[CH2:18][C:19]([OH:21])=[O:20].S([O-])(O)=O.[Na+]>C(OC(=O)C)(=O)C>[OH:3][C:4]1[C:9]([O:10][C:11]2[CH:16]=[CH:15][C:14]([Cl:17])=[CH:13][CH:12]=2)=[CH:8][CH:7]=[CH:6][C:5]=1[CH2:18][C:19]([OH:21])=[O:20] |f:2.3|. Reported procedure: 48% Hydriodic acid (40 ml) was added dropwise to a solution of 2-[2-methoxy-3-(4-chlorophenoxy)phenyl]acetic acid (6.7 g) in acetic anhydride (20 ml) with stirring under ice-cooling in 5 minutes, and the mixture was refluxed under heating for 20 minutes. The reaction mixture was poured into an ice-water containing a small amount of sodium hydrogen sulfite and allowed to stand. The precipitating crystals were collected by filtration, washed with water, dried and then recrystallized from a mixture...